Dataset: the Open Reaction Database (ORD), a public repository of structured organic reaction records. Task: describe an organic reaction: reactants, conditions, products, and yield Reported procedure: 4N Hydrochloric acid/ethyl acetate solution (0.13 ml) was added to a solution of N-(3-morpholinopropyl)-{2-[1-(N-octadecylcarbamoyl)-2-piperidyl]ethoxy}formamide (0.200 g) in ethyl acetate (2 ml). After being stirred for 15 minutes at room temperature, the reaction mixture was concentrated. The residue was recrystallized with ethyl acetate, thereby yielding the entitled compound (0.170 g) as white crystals. The product is Cl.O1CCN(CC1)CCCN(C=O)OCCC1N(CCCC1)C(NCCCCCCCCCCCCCCCCCC)=O (N-(3-Morpholinopropyl)-{2-[1-(N-octadecylcarbamoyl)-2-piperidyl]ethoxy}formamide hydrochloride). Reactants: Cl.C(C)(=O)OCC (Hydrochloric acid ethyl acetate), O1CCN(CC1)CCCN(C=O)OCCC1N(CCCC1)C(NCCCCCCCCCCCCCCCCCC)=O (N-(3-morpholinopropyl)-{2-[1-(N-octadecylcarbamoyl)-2-piperidyl]ethoxy}formamide). Run in C(C)(=O)OCC (ethyl acetate). Reaction conditions: time 15 minute. As a reaction SMILES: [ClH:1].C(OCC)(=O)C.[O:8]1[CH2:13][CH2:12][N:11]([CH2:14][CH2:15][CH2:16][N:17]([O:20][CH2:21][CH2:22][CH:23]2[CH2:28][CH2:27][CH2:26][CH2:25][N:24]2[C:29](=[O:49])[NH:30][CH2:31][CH2:32][CH2:33][CH2:34][CH2:35][CH2:36][CH2:37][CH2:38][CH2:39][CH2:40][CH2:41][CH2:42][CH2:43][CH2:44][CH2:45][CH2:46][CH2:47][CH3:48])[CH:18]=[O:19])[CH2:10][CH2:9]1>C(OCC)(=O)C>[ClH:1].[O:8]1[CH2:13][CH2:12][N:11]([CH2:14][CH2:15][CH2:16][N:17]([O:20][CH2:21][CH2:22][CH:23]2[CH2:28][CH2:27][CH2:26][CH2:25][N:24]2[C:29](=[O:49])[NH:30][CH2:31][CH2:32][CH2:33][CH2:34][CH2:35][CH2:36][CH2:37][CH2:38][CH2:39][CH2:40][CH2:41][CH2:42][CH2:43][CH2:44][CH2:45][CH2:46][CH2:47][CH3:48])[CH:18]=[O:19])[CH2:10][CH2:9]1 |f:0.1,4.5|. Starting materials: O1COC2=C1C=CC(=C2)CN2C(C1=CC=C(C=C1C(=C2C(=O)O)C2=CC=CC=C2)Br)=O (2-(benzo[1,3]dioxol-5-ylmethyl)-6-bromo-1-oxo-4-phenyl-1,2-dihydroisoquinoline-3-carboxylic acid), N1CCCCC1 (piperidine), crystals. Yields the product O1COC2=C1C=CC(=C2)CN2C(C1=CC=C(C=C1C(=C2C(=O)N2CCCCC2)C2=CC=CC=C2)Br)=O (2-(benzo[1,3]dioxol-5-ylmethyl)-6-bromo-4-phenyl-3-(piperidine-1-carbonyl)-2H-isoquinolin-1-one). RXN SMILES: [O:1]1[C:5]2[CH:6]=[CH:7][C:8]([CH2:10][N:11]3[C:20]([C:21]([OH:23])=O)=[C:19]([C:24]4[CH:29]=[CH:28][CH:27]=[CH:26][CH:25]=4)[C:18]4[C:13](=[CH:14][CH:15]=[C:16]([Br:30])[CH:17]=4)[C:12]3=[O:31])=[CH:9][C:4]=2[O:3][CH2:2]1.[NH:32]1[CH2:37][CH2:36][CH2:35][CH2:34][CH2:33]1>>[O:1]1[C:5]2[CH:6]=[CH:7][C:8]([CH2:10][N:11]3[C:20]([C:21]([N:32]4[CH2:37][CH2:36][CH2:35][CH2:34][CH2:33]4)=[O:23])=[C:19]([C:24]4[CH:25]=[CH:26][CH:27]=[CH:28][CH:29]=4)[C:18]4[C:13](=[CH:14][CH:15]=[C:16]([Br:30])[CH:17]=4)[C:12]3=[O:31])=[CH:9][C:4]=2[O:3][CH2:2]1. Procedure details: The present compound was synthesized by a method similar to that in Example 249 and using 2-(benzo[1,3]dioxol-5-ylmethyl)-6-bromo-1-oxo-4-phenyl-1,2-dihydroisoquinoline-3-carboxylic acid (200 mg) and piperidine. Colorless crystals (150 mg). The reactants are C1CCOC1, ClCCl, O=Cc1cc(C(=O)NOCCO)c(Nc2ccc(I)cc2F)c(F)c1F, CNC(=O)CON. Product: CNC(=O)CON=Cc1cc(C(=O)NOCCO)c(Nc2ccc(I)cc2F)c(F)c1F. As a reaction SMILES: [CH2:37]1[O:38][CH2:39][CH2:40][CH2:41]1.[CH2:8]([Cl:9])[Cl:10].[F:11][c:12]1[c:13]([NH:28][c:29]2[c:30]([F:36])[cH:31][c:32]([I:35])[cH:33][cH:34]2)[c:14]([C:15](=[O:16])[NH:17][O:18][CH2:19][CH2:20][OH:21])[cH:22][c:23]([CH:26]=[O:27])[c:24]1[F:25].[NH2:1][O:2][CH2:3][C:4](=[O:5])[NH:6][CH3:7]>>[N:1]([O:2][CH2:3][C:4](=[O:5])[NH:6][CH3:7])=[CH:26][c:23]1[cH:22][c:14]([C:15](=[O:16])[NH:17][O:18][CH2:19][CH2:20][OH:21])[c:13]([NH:28][c:29]2[c:30]([F:36])[cH:31][c:32]([I:35])[cH:33][cH:34]2)[c:12]([F:11])[c:24]1[F:25].